Dataset: the Open Reaction Database (ORD), a public repository of structured organic reaction records. Task: describe an organic reaction: reactants, conditions, products, and yield Starting materials: CCO, Cl, O, C1=CC(c2ccccc2)CCN1. Product: c1ccc(C2CCNCC2)cc1. Reaction SMILES: [CH3:15][CH2:16][OH:17].[ClH:1].[OH2:14].[c:2]1([CH:8]2[CH2:9][CH2:10][NH:11][CH:12]=[CH:13]2)[cH:3][cH:4][cH:5][cH:6][cH:7]1>>[c:2]1([CH:8]2[CH2:9][CH2:10][NH:11][CH2:12][CH2:13]2)[cH:3][cH:4][cH:5][cH:6][cH:7]1. Starting materials: BrBr (bromine), C(C)(=O)O (acetic acid), [Na] (sodium), C1OC(C(=O)O)=C(C2=CC=CC=C2)O1 (methylenedioxy cinnamic acid), C(C)(=O)O (acetic acid). Solvent: O (water), O (water). Reaction conditions: time 15 minute. Yields the product C1OC=2C=C(C=CC2O1)CC(C(=O)O)Br (3-(3,4-methylenedioxyphenyl)-2-bromopropionic acid). As a reaction SMILES: [CH2:1]1[O:14][C:7]([C:8]2[CH:13]=[CH:12][CH:11]=CC=2)=[C:3]([C:4](O)=O)[O:2]1.[Br:15]Br.[Na].[C:18]([OH:21])(=[O:20])[CH3:19]>O>[CH2:1]1[O:14][C:7]2[CH:8]=[CH:13][C:12]([CH2:11][CH:19]([Br:15])[C:18]([OH:21])=[O:20])=[CH:4][C:3]=2[O:2]1 |^1:16|. Procedure details: Stir powdered methylenedioxy cinnamic acid (19.2 g, 210 mmol) in glacial acetic acid (200 mL) at room temperature while adding a solution of bromine (16 g, 100 mmol) in acetic acid (50 mL) over 30 minutes. Stir the homogeneous yellow solution for 15 minutes and add a solution of sodium cyabiborohydride (20 g) in water (50 mL) over 30 minutes. Stir for 48 hours at room temperature. Add water (70 mL) and stir for an additional 2 hours. Filter and wash the filtercake with acetic acid/water. Evapora... The reactants are BrC1=CC=C(C=C1)C1=C(C(=NO1)C)CN (C-[5-(4-bromo-phenyl)-3-methyl-isoxazol-4-yl]-methylamine), ClC(=O)OCC1=CC=CC=C1 (benzyl chloroformate). The product is C(C1=CC=CC=C1)OC(NCC=1C(=NOC1C1=CC=C(C=C1)Br)C)=O ([5-(4-Bromo-phenyl)-3-methyl-isoxazol-4-ylmethyl]-carbamic acid benzyl ester). RXN SMILES: [Br:1][C:2]1[CH:7]=[CH:6][C:5]([C:8]2[O:12][N:11]=[C:10]([CH3:13])[C:9]=2[CH2:14][NH2:15])=[CH:4][CH:3]=1.Cl[C:17]([O:19][CH2:20][C:21]1[CH:26]=[CH:25][CH:24]=[CH:23][CH:22]=1)=[O:18]>>[CH2:20]([O:19][C:17](=[O:18])[NH:15][CH2:14][C:9]1[C:10]([CH3:13])=[N:11][O:12][C:8]=1[C:5]1[CH:4]=[CH:3][C:2]([Br:1])=[CH:7][CH:6]=1)[C:21]1[CH:26]=[CH:25][CH:24]=[CH:23][CH:22]=1. Reported procedure: Prepared according to the procedure described in Example 3, Step 7, using C-[5-(4-bromo-phenyl)-3-methyl-isoxazol-4-yl]-methylamine and benzyl chloroformate. The reactants are CCOC(=O)COC, CC(=O)O, CCO, CC[O-], COCCOC, N#CCc1cc(Cl)cc(Cl)c1Cl, [Na+]. Product: COCC(=O)C(C#N)c1cc(Cl)cc(Cl)c1Cl. Reaction SMILES: [CH3:17][O:18][CH2:19][C:20](=[O:21])[O:22][CH2:23][CH3:24].[CH3:25][C:26](=[O:27])[OH:28].[CH3:29][CH2:30][OH:31].[CH3:2][CH2:3][O-:4].[CH3:32][O:33][CH2:34][CH2:35][O:36][CH3:37].[Cl:5][c:6]1[c:7]([CH2:14][C:15]#[N:16])[cH:8][c:9]([Cl:13])[cH:10][c:11]1[Cl:12].[Na+:1]>>[Cl:5][c:6]1[c:7]([CH:14]([C:15]#[N:16])[C:20]([CH2:19][O:18][CH3:17])=[O:21])[cH:8][c:9]([Cl:13])[cH:10][c:11]1[Cl:12]. The reactants are COC(=O)c1ccc(C#CC(=O)c2ccc3c(c2)C2(C)C4(C)CCC(C4)C2(C)O3)cc1, [Li+], C1CCOC1, [OH-], O. Yields the product CC12CCC(C1)C1(C)Oc3ccc(C(=O)C#Cc4ccc(C(=O)O)cc4)cc3C21C. RXN SMILES: [CH3:1][C:2]12[CH2:3][CH2:4][CH:5]([C:6]3([CH3:30])[O:7][c:8]4[c:9]([cH:12][c:13]([C:16]([C:17]#[C:18][c:19]5[cH:20][cH:21][c:22]([C:23](=[O:24])[O:25][CH3:26])[cH:27][cH:28]5)=[O:29])[cH:14][cH:15]4)[C:10]13[CH3:11])[CH2:31]2.[Li+:34].[O:35]1[CH2:36][CH2:37][CH2:38][CH2:39]1.[OH-:33].[OH2:32]>>[CH3:1][C:2]12[CH2:3][CH2:4][CH:5]([C:6]3([CH3:30])[O:7][c:8]4[c:9]([cH:12][c:13]([C:16]([C:17]#[C:18][c:19]5[cH:20][cH:21][c:22]([C:23](=[O:24])[OH:25])[cH:27][cH:28]5)=[O:29])[cH:14][cH:15]4)[C:10]13[CH3:11])[CH2:31]2.